From a dataset of the Open Reaction Database (ORD), a public repository of structured organic reaction records. describe an organic reaction: reactants, conditions, products, and yield Reactants: O=C([O-])[O-], O=[N+]([O-])c1ccc(F)cc1, [K+], [K+], CN(C)C=O, Oc1ccc(-n2cncn2)cc1. Product: O=[N+]([O-])c1ccc(Oc2ccc(-n3cncn3)cc2)cc1. Reaction SMILES: [C:23](=[O:24])([O-:25])[O-:26].[F:1][c:2]1[cH:3][cH:4][c:5]([N+:8](=[O:9])[O-:10])[cH:6][cH:7]1.[K+:27].[K+:28].[O:29]=[CH:30][N:31]([CH3:32])[CH3:33].[n:11]1(-[c:16]2[cH:17][cH:18][c:19]([OH:22])[cH:20][cH:21]2)[n:12][cH:13][n:14][cH:15]1>>[c:2]1([O:22][c:19]2[cH:18][cH:17][c:16](-[n:11]3[n:12][cH:13][n:14][cH:15]3)[cH:21][cH:20]2)[cH:3][cH:4][c:5]([N+:8](=[O:9])[O-:10])[cH:6][cH:7]1. Starting materials: CN(CC#CC=1C=C2COC(C2=CC1)=C1C(NC2=CC=CC=C12)=O)C (3-[5-(3-dimethylamino-prop-1-ynyl)-3H-isobenzofuran-1-ylidene]-1,3-dihydro-indol-2-one), [H][H] (hydrogen). Reagents/catalysts: [Pd] (palladium on carbon). Run in CO (MeOH). Product: CN(CCCC=1C=C2COC(C2=CC1)=C1C(NC2=CC=CC=C12)=O)C (3-[5-(3-dimethylamino-propyl)-3H-isobenzofuran-1-ylidene]-1,3-dihydro-indol-2-one). The yield is 23.0%. As a reaction SMILES: [CH3:1][N:2]([CH3:25])[CH2:3][C:4]#[C:5][C:6]1[CH:7]=[C:8]2[C:12](=[CH:13][CH:14]=1)[C:11](=[C:15]1[C:23]3[C:18](=[CH:19][CH:20]=[CH:21][CH:22]=3)[NH:17][C:16]1=[O:24])[O:10][CH2:9]2.[H][H]>[Pd].CO>[CH3:25][N:2]([CH3:1])[CH2:3][CH2:4][CH2:5][C:6]1[CH:7]=[C:8]2[C:12](=[CH:13][CH:14]=1)[C:11](=[C:15]1[C:23]3[C:18](=[CH:19][CH:20]=[CH:21][CH:22]=3)[NH:17][C:16]1=[O:24])[O:10][CH2:9]2. Reported procedure: A mixture of 3-[5-(3-dimethylamino-prop-1-ynyl)-3H-isobenzofuran-1-ylidene]-1,3-dihydro-indol-2-one (300 mg, 0.91 mmol) and 10% palladium on carbon (60 mg) in MeOH (20 ml) was shaken under 43 psi of hydrogen for 4 hours. The catalyst was removed by filtration through celite and rinsed with MeOH. The combined filtrates were evaporated to give a crude product. The crude product was purified by silica gel column chromatography, eluted with a gradient of MeOH in CHCl3, to give 3-[5-(3-dimethylamino-... Reactants: COC(=O)C=1C=CC(=C2C=CC=NC12)Br (5-Bromo-quinoline-8-carboxylic acid methyl ester), N[C@H](CN(S(=O)(=O)C1=CC=C(C=C1)[N+](=O)[O-])C)C1=CC(=CC=C1)F (N—[(S)-2-Amino-2-(3-fluoro-phenyl)-ethyl]-N-methyl-4-nitro-benzenesulfonamide), P(=O)([O-])([O-])[O-].[K+].[K+].[K+] (potassium phosphate), C1(CCCCC1)P(C1=C(C=CC=C1)C1=C(C=C(C=C1C(C)C)C(C)C)C(C)C)C1CCCCC1 (dicyclohexyl-(2′,4′,6′-triisopropyl-biphenyl-2-yl)-phosphane). Reagents/catalysts: C(C)(=O)[O-].[Pd+2].C(C)(=O)[O-] (palladium (+2) acetate). Solvent: C1(=CC=CC=C1)C (toluene). Run at temperature 100 celsius, time 8 hour. Yields the product COC(=O)C=1C=CC(=C2C=CC=NC12)N[C@H](CN(S(=O)(=O)C1=CC=C(C=C1)[N+](=O)[O-])C)C1=CC(=CC=C1)F ((S)-5-{1-(3-Fluoro-phenyl)-2-[methyl-(4-nitro-benzenesulfonyl)-amino]-ethylamino}-quinoline-8-carboxylic acid methyl ester). Isolated yield 20.6%. Reaction SMILES: [CH3:1][O:2][C:3]([C:5]1[CH:6]=[CH:7][C:8](Br)=[C:9]2[C:14]=1[N:13]=[CH:12][CH:11]=[CH:10]2)=[O:4].[NH2:16][C@@H:17]([C:33]1[CH:38]=[CH:37][CH:36]=[C:35]([F:39])[CH:34]=1)[CH2:18][N:19]([CH3:32])[S:20]([C:23]1[CH:28]=[CH:27][C:26]([N+:29]([O-:31])=[O:30])=[CH:25][CH:24]=1)(=[O:22])=[O:21].P([O-])([O-])([O-])=O.[K+].[K+].[K+].C1(P(C2CCCCC2)C2C=CC=CC=2C2C(C(C)C)=CC(C(C)C)=CC=2C(C)C)CCCCC1>C([O-])(=O)C.[Pd+2].C([O-])(=O)C.C1(C)C=CC=CC=1>[CH3:1][O:2][C:3]([C:5]1[CH:6]=[CH:7][C:8]([NH:16][C@@H:17]([C:33]2[CH:38]=[CH:37][CH:36]=[C:35]([F:39])[CH:34]=2)[CH2:18][N:19]([CH3:32])[S:20]([C:23]2[CH:28]=[CH:27][C:26]([N+:29]([O-:31])=[O:30])=[CH:25][CH:24]=2)(=[O:21])=[O:22])=[C:9]2[C:14]=1[N:13]=[CH:12][CH:11]=[CH:10]2)=[O:4] |f:2.3.4.5,7.8.9|. Procedure: A reaction mixture of 5-Bromo-quinoline-8-carboxylic acid methyl ester (600.00 mg; 2.25 mmol; 1.00 eq.), N—[(S)-2-Amino-2-(3-fluoro-phenyl)-ethyl]-N-methyl-4-nitro-benzenesulfonamide (876.48 mg; 2.48 mmol; 1.10 eq.), potassium phosphate, tribasic (957.26 mg; 4.51 mmol; 2.00 eq.), dicyclohexyl-(2′,4′,6′-triisopropyl-biphenyl-2-yl)-phosphane (214.99 mg; 0.45 mmol; 0.20 eq.), palladium (+2) acetate (50.62 mg; 0.23 mmol; 0.10 eq.) and toluene (5 ml) in microwave tube were stirred at 100° C. overnigh... Reactants: BrCCBr, O=C([O-])[O-], CCCCOC(=O)CC(C)=O, CC(C)=O, [K+], [K+]. Product: CCCCOC(=O)C1(C(C)=O)CC1. As a reaction SMILES: [Br:12][CH2:13][CH2:14][Br:15].[C:16](=[O:17])([O-:18])[O-:19].[CH2:1]([CH2:2][CH2:3][CH3:4])[O:5][C:6]([CH2:7][C:8](=[O:9])[CH3:10])=[O:11].[CH3:22][C:23](=[O:24])[CH3:25].[K+:20].[K+:21]>>[CH2:1]([CH2:2][CH2:3][CH3:4])[O:5][C:6]([C:7]1([C:8](=[O:9])[CH3:10])[CH2:13][CH2:14]1)=[O:11].